Dataset: the Open Reaction Database (ORD), a public repository of structured organic reaction records. Task: describe an organic reaction: reactants, conditions, products, and yield Starting materials: [N-]=[N+]=[N-].[Na+] (Sodium azide), COC(=O)[C@H]1N(CC[C@H]1CI)[C@@H](C)C1=CC=CC=C1 ((2S,3R)-3-iodomethyl-1-((S)-1-phenyl-ethyl)-pyrrolidine-2-carboxylic acid methyl ester). The solvent is CN(C)C=O (DMF). Conditions: time 18 hour. The product is COC(=O)[C@H]1N(CC[C@H]1CN=[N+]=[N-])[C@@H](C)C1=CC=CC=C1 ((2S,3S)-3-Azidomethyl-1-((S)-1-phenyl-ethyl)-pyrrolidine-2-carboxylic acid methyl ester). As a reaction SMILES: [N-:1]=[N+:2]=[N-:3].[Na+].[CH3:5][O:6][C:7]([C@@H:9]1[C@H:13]([CH2:14]I)[CH2:12][CH2:11][N:10]1[C@H:16]([C:18]1[CH:23]=[CH:22][CH:21]=[CH:20][CH:19]=1)[CH3:17])=[O:8]>CN(C=O)C>[CH3:5][O:6][C:7]([C@@H:9]1[C@H:13]([CH2:14][N:1]=[N+:2]=[N-:3])[CH2:12][CH2:11][N:10]1[C@H:16]([C:18]1[CH:19]=[CH:20][CH:21]=[CH:22][CH:23]=1)[CH3:17])=[O:8] |f:0.1|. Procedure details: Sodium azide (5.34 mmol) was added to a solution of (2S,3R)-3-iodomethyl-1-((S)-1-phenyl-ethyl)-pyrrolidine-2-carboxylic acid methyl ester (Stage 36.5) (3.56 mmol) in DMF (30 mL) at rt. After 18 h, the reaction mixture was poured onto water and extracted with MTBE (2×). The combined organic phases were washed with brine, dried (Na2SO4), filtered and concentrated. The residue was purified using a RediSep° silica gel column to to afford the title compound as a brown oil. HPLC: tR=3.26 min (method ... Reactants: Cl.C(C1=CC=CC=C1)OC1=CC=C(C=C1)OCCCNC (1-benzyloxy-4-(3-methylaminopropoxy)benzene hydrochloride). The reagents and catalysts are [Pd] (palladium on carbon). Solvent: C(C)(=O)O (acetic acid). Reaction conditions: time 0.4 hour. Product: Cl.CNCCCOC1=CC=C(C=C1)O (4-(3-methylaminopropoxy)phenol hydrochloride). Isolated yield 80.0%. RXN SMILES: [ClH:1].C([O:9][C:10]1[CH:15]=[CH:14][C:13]([O:16][CH2:17][CH2:18][CH2:19][NH:20][CH3:21])=[CH:12][CH:11]=1)C1C=CC=CC=1>C(O)(=O)C.[Pd]>[ClH:1].[CH3:21][NH:20][CH2:19][CH2:18][CH2:17][O:16][C:13]1[CH:12]=[CH:11][C:10]([OH:9])=[CH:15][CH:14]=1 |f:0.1,4.5|. Reported procedure: A solution of 1-benzyloxy-4-(3-methylaminopropoxy)benzene hydrochloride (8.4 g) in acetic acid (250 ml) was hydrogenated over 0.5 g of 10% palladium on carbon in a Parr apparatus (50°; initial pressure 50 psi). The reaction was completed within 0.4 hours and after the catalyst was removed by filtration, the solvent was distilled in vacuo. The residue was crystallized from methanol-ethyl acetate to give 4.8 g (80% of 4-(3-methylaminopropoxy)phenol hydrochloride, mp 167°-169°.